This data is from the Open Reaction Database (ORD), a public repository of structured organic reaction records. The task is: describe an organic reaction: reactants, conditions, products, and yield Starting materials: CCN=C=NCCCN(C)C, CN1CCOCC1, Nc1ccccc1NC(=O)c1nc2c(s1)CNCC2, O=C(O)COc1ccccc1, CN(C)C=O, On1nnc2ccccc21. The product is Nc1ccccc1NC(=O)c1nc2c(s1)CN(C(=O)COc1ccccc1)CC2. Reaction SMILES: [CH2:22]([N:23]=[C:24]=[N:25][CH2:26][CH2:27][CH2:28][N:29]([CH3:30])[CH3:31])[CH3:32].[CH3:33][N:34]1[CH2:35][CH2:36][O:37][CH2:38][CH2:39]1.[NH2:40][c:41]1[c:42]([NH:47][C:48](=[O:49])[c:50]2[s:51][c:52]3[c:57]([n:58]2)[CH2:56][CH2:55][NH:54][CH2:53]3)[cH:43][cH:44][cH:45][cH:46]1.[O:1]([c:2]1[cH:3][cH:4][cH:5][cH:6][cH:7]1)[CH2:8][C:9](=[O:10])[OH:11].[O:59]=[CH:60][N:61]([CH3:62])[CH3:63].[OH:12][n:13]1[c:14]2[cH:15][cH:16][cH:17][cH:18][c:19]2[n:20][n:21]1>>[O:1]([c:2]1[cH:3][cH:4][cH:5][cH:6][cH:7]1)[CH2:8][C:9](=[O:11])[N:54]1[CH2:53][c:52]2[s:51][c:50]([C:48]([NH:47][c:42]3[c:41]([NH2:40])[cH:46][cH:45][cH:44][cH:43]3)=[O:49])[n:58][c:57]2[CH2:56][CH2:55]1. The reactants are FC1(C[C@H](N(C1)C1=CC(=C(C=C1)[N+](=O)[O-])C(F)(F)F)C(=O)OC)F ((S)-methyl 4,4-difluoro-1-(4-nitro-3-(trifluoromethyl)phenyl)pyrrolidine-2-carboxylate), [Li+].[BH4-] (LiBH4). Solvent: C1CCOC1 (THF), C1CCOC1 (THF), C(C)(=O)OCC (ethyl acetate). Conditions: temperature 0 celsius, time 20 minute. Product: FC1(C[C@H](N(C1)C1=CC(=C(C=C1)[N+](=O)[O-])C(F)(F)F)CO)F ((S)-(4,4-difluoro-1-(4-nitro-3-(trifluoromethyl)phenyl)pyrrolidin-2-yl)methanol), oil. Isolated yield 100.0%. RXN SMILES: [Li+].[BH4-].[F:3][C:4]1([F:26])[CH2:8][N:7]([C:9]2[CH:14]=[CH:13][C:12]([N+:15]([O-:17])=[O:16])=[C:11]([C:18]([F:21])([F:20])[F:19])[CH:10]=2)[C@H:6]([C:22](OC)=[O:23])[CH2:5]1>C1COCC1.C(OCC)(=O)C>[F:26][C:4]1([F:3])[CH2:8][N:7]([C:9]2[CH:14]=[CH:13][C:12]([N+:15]([O-:17])=[O:16])=[C:11]([C:18]([F:20])([F:21])[F:19])[CH:10]=2)[C@H:6]([CH2:22][OH:23])[CH2:5]1 |f:0.1|. Reported procedure: To a suspension of LiBH4 (55 mg, 2.54 mmol) in anhydrous THF (3 mL) was added a solution of (S)-methyl 4,4-difluoro-1-(4-nitro-3-(trifluoromethyl)phenyl)pyrrolidine-2-carboxylate (300 mg, 0.85 mmol) in anhydrous THF at 0° C. The reaction mixture was stirred at 0° C. for 20 min then allowed to come to room temperature and stirred overnight. The reaction mixture was diluted with ethyl acetate (100 mL), washed with water (50 mL), and then brine. The layers were separated, and the organic layer was ... The reactants are FC1=C(C=CC(=C1)F)C1(C(F)(F)SCCOCC)CO1 (2-(2,4-difluorophenyl)-1-(2-ethyoxyethyl)thio-1,1-difluoro-2,3-epoxypropane), N1N=CN=C1 (1,2,4-triazole), C([O-])([O-])=O.[K+].[K+] (potassium carbonate). The solvent is CS(=O)C (DMSO). The product is FC1=C(C=CC(=C1)F)C(C(F)(F)SCCOCC)(CN1N=CN=C1)O (2-(2,4-difluorophenyl)-1-(2-ethoxyethyl)thio-1,1-difluoro-3-(1H-1,2,4-triazol-1-yl)propan-2-ol). Isolated yield 26.4%. As a reaction SMILES: [F:1][C:2]1[CH:7]=[C:6]([F:8])[CH:5]=[CH:4][C:3]=1[C:9]1([O:20][CH2:19]1)[C:10]([S:13][CH2:14][CH2:15][O:16][CH2:17][CH3:18])([F:12])[F:11].[NH:21]1[CH:25]=[N:24][CH:23]=[N:22]1.C(=O)([O-])[O-].[K+].[K+]>CS(C)=O>[F:1][C:2]1[CH:7]=[C:6]([F:8])[CH:5]=[CH:4][C:3]=1[C:9]([OH:20])([CH2:19][N:21]1[CH:25]=[N:24][CH:23]=[N:22]1)[C:10]([S:13][CH2:14][CH2:15][O:16][CH2:17][CH3:18])([F:12])[F:11] |f:2.3.4|. Procedure: Using 2-(2,4-difluorophenyl)-1-(2-ethyoxyethyl)thio-1,1-difluoro-2,3-epoxypropane (3.1 g, 0.01 mol), DMSO (30 ml), 1,2,4-triazole (1.7 g, 0.025 mol) and potassium carbonate (3.4 g, 0.025 mol), 2-(2,4-difluorophenyl)-1-(2-ethoxyethyl)thio-1,1-difluoro-3-(1H-1,2,4-triazol-1-yl)propan-2-ol (1.0 g, yield: 25.0%) was obtained as colorless crystals by similar procedures to Example 14.